Dataset: the Open Reaction Database (ORD), a public repository of structured organic reaction records. Task: describe an organic reaction: reactants, conditions, products, and yield Starting materials: COC=1C=C(CC2NCCC3=CC(=CC=C23)OC)C=CC1OC (1-(3,4-dimethoxy-benzyl)-6-methoxy-1,2,3,4-tetrahydroisoquinoline), BrCC(=O)Br (2-bromoacetyl bromide), CC=1C=C(CN)C=CC1 (3-methylbenzylamine). Product: COC=1C=C(CC2N(CCC3=CC(=CC=C23)OC)CC(=O)NCC2=CC(=CC=C2)C)C=CC1OC (2-[1-(3,4-Dimethoxy-benzyl)-6-methoxy-3,4-dihydro-1H-isoquinolin-2-yl]-N-(3-methyl-benzyl)-acetamide). Reaction SMILES: [CH3:1][O:2][C:3]1[CH:4]=[C:5]([CH:19]=[CH:20][C:21]=1[O:22][CH3:23])[CH2:6][CH:7]1[C:16]2[C:11](=[CH:12][C:13]([O:17][CH3:18])=[CH:14][CH:15]=2)[CH2:10][CH2:9][NH:8]1.Br[CH2:25][C:26](Br)=[O:27].[CH3:29][C:30]1[CH:31]=[C:32]([CH:35]=[CH:36][CH:37]=1)[CH2:33][NH2:34]>>[CH3:1][O:2][C:3]1[CH:4]=[C:5]([CH:19]=[CH:20][C:21]=1[O:22][CH3:23])[CH2:6][CH:7]1[C:16]2[C:11](=[CH:12][C:13]([O:17][CH3:18])=[CH:14][CH:15]=2)[CH2:10][CH2:9][N:8]1[CH2:25][C:26]([NH:34][CH2:33][C:32]1[CH:35]=[CH:36][CH:37]=[C:30]([CH3:29])[CH:31]=1)=[O:27]. Reported procedure: prepared by reaction of 1-(3,4-dimethoxy-benzyl)-6-methoxy-1,2,3,4-tetrahydroisoquinoline and 2-bromoacetyl bromide with 3-methylbenzylamine Reactants: CCOC(=O)C=Cc1ccc(N(C(=O)OC(C)(C)C)C2CCNC2)nc1, CC(=O)O[BH-](OC(C)=O)OC(C)=O, O=C([O-])O, CCN(C(C)C)C(C)C, O=CC1CCCC1, ClCCCl, Cl, Cl, [Na+], [Na+]. Yields the product CCOC(=O)C=Cc1ccc(N(C(=O)OC(C)(C)C)C2CCN(CC3CCCC3)C2)nc1. Reaction SMILES: [C:3]([CH3:4])([CH3:5])([CH3:6])[O:7][C:8](=[O:9])[N:10]([c:11]1[cH:12][cH:13][c:14]([CH:17]=[CH:18][C:19](=[O:20])[O:21][CH2:22][CH3:23])[cH:15][n:16]1)[CH:24]1[CH2:25][NH:26][CH2:27][CH2:28]1.[C:45]([O:46][BH-:47]([O:48][C:49](=[O:50])[CH3:51])[O:52][C:53](=[O:54])[CH3:55])(=[O:56])[CH3:57].[C:59](=[O:60])([OH:61])[O-:62].[CH:29]([N:30]([CH:31]([CH3:32])[CH3:33])[CH2:34][CH3:35])([CH3:36])[CH3:37].[CH:38]1([CH:43]=[O:44])[CH2:39][CH2:40][CH2:41][CH2:42]1.[Cl:64][CH2:65][CH2:66][Cl:67].[ClH:1].[ClH:2].[Na+:58].[Na+:63]>>[C:3]([CH3:4])([CH3:5])([CH3:6])[O:7][C:8](=[O:9])[N:10]([c:11]1[cH:12][cH:13][c:14]([CH:17]=[CH:18][C:19](=[O:20])[O:21][CH2:22][CH3:23])[cH:15][n:16]1)[CH:24]1[CH2:25][N:26]([CH2:43][CH:38]2[CH2:39][CH2:40][CH2:41][CH2:42]2)[CH2:27][CH2:28]1. The reactants are O=Cc1cccc(Br)c1, COC(=O)c1cc(Cl)ccc1N, Cc1ccccc1, Cc1ccc(S(=O)(=O)O)cc1. Product: COC(=O)c1cc(Cl)ccc1N=Cc1cccc(Br)c1. As a reaction SMILES: [Br:13][c:14]1[cH:15][c:16]([CH:17]=[O:18])[cH:19][cH:20][cH:21]1.[CH3:1][O:2][C:3]([c:4]1[c:5]([NH2:11])[cH:6][cH:7][c:8]([Cl:10])[cH:9]1)=[O:12].[CH3:33][c:34]1[cH:35][cH:36][cH:37][cH:38][cH:39]1.[c:22]1([CH3:23])[cH:24][cH:25][c:26]([S:27]([OH:28])(=[O:29])=[O:30])[cH:31][cH:32]1>>[CH3:1][O:2][C:3]([c:4]1[c:5]([N:11]=[CH:17][c:16]2[cH:15][c:14]([Br:13])[cH:21][cH:20][cH:19]2)[cH:6][cH:7][c:8]([Cl:10])[cH:9]1)=[O:12]. Starting materials: compound, CS(=O)(=O)OCCN1C=CC=2C=3N(C(=NC21)N)N=C(N3)C=3OC=CC3 (2-{5-amino-2-(furan-2-yl)-7H-pyrrolo[3,2-e][1,2,4]triazolo[1,5-c]pyrimidin-7-yl}ethyl methanesulfonate), Cl.Cl.FC1=C(CCN2CCNCC2)C=CC(=C1)F (1-(2,4-difluorophenethyl)piperazine dihydrochloride), CCN(C(C)C)C(C)C (DIEA). The solvent is CN(C)C=O (DMF). Run at temperature 100 celsius, time 5 hour. Product: FC1=C(CCN2CCN(CC2)CCN2C=CC=3C=4N(C(=NC32)N)N=C(N4)C=4OC=CC4)C=CC(=C1)F (7-(2-(4-(2,4-difluorophenethyl)piperazin-1-yl)ethyl)-2-(furan-2-yl)-7H-pyrrolo[3,2-e][1,2,4]triazolo[1,5-c]pyrimidin-5-amine). As a reaction SMILES: CS(O[CH2:6][CH2:7][N:8]1[C:16]2[N:15]=[C:14]([NH2:17])[N:13]3[N:18]=[C:19]([C:21]4[O:22][CH:23]=[CH:24][CH:25]=4)[N:20]=[C:12]3[C:11]=2[CH:10]=[CH:9]1)(=O)=O.Cl.Cl.[F:28][C:29]1[CH:42]=[C:41]([F:43])[CH:40]=[CH:39][C:30]=1[CH2:31][CH2:32][N:33]1[CH2:38][CH2:37][NH:36][CH2:35][CH2:34]1.CCN(C(C)C)C(C)C>CN(C=O)C>[F:28][C:29]1[CH:42]=[C:41]([F:43])[CH:40]=[CH:39][C:30]=1[CH2:31][CH2:32][N:33]1[CH2:38][CH2:37][N:36]([CH2:6][CH2:7][N:8]2[C:16]3[N:15]=[C:14]([NH2:17])[N:13]4[N:18]=[C:19]([C:21]5[O:22][CH:23]=[CH:24][CH:25]=5)[N:20]=[C:12]4[C:11]=3[CH:10]=[CH:9]2)[CH2:35][CH2:34]1 |f:1.2.3|. Procedure: To a solution of the title D compound of Example 1, 2-{5-amino-2-(furan-2-yl)-7H-pyrrolo[3,2-e][1,2,4]triazolo[1,5-c]pyrimidin-7-yl}ethyl methanesulfonate (0.06 g, 0.165 mmol) in dry DMF (5 mL), the title A compound, 1-(2,4-difluorophenethyl)piperazine dihydrochloride (0.33 mmol) and 0.06 mL of DIEA are added, and the solution is stirred at 100° C. for 5 h. The reaction mixture is cooled to RT, and the solvent is removed under reduced pressure. To the residue, acetonitrile is added and the solut... Starting materials: [Li+].C[Si](C)(C)[N-][Si](C)(C)C (LiHMDS), FC([C@@H]1CC[C@@H](CN1)C(=O)O)(F)F (cis-6-(trifluoromethyl)-3-piperidinecarboxylic acid), ClC1=NC(=NC(=C1)Cl)SC (4,6-dichloro-2-(methylthio)pyrimidine). The solvent is C1CCOC1 (THF). Conditions: time 5 minute. The product is ClC1=CC(=NC(=N1)SC)N1C[C@H](CC[C@H]1C(F)(F)F)C(=O)O (Cis-1-[6-Chloro-2-(methylthio)-4-pyrimidinyl]-6-(trifluoromethyl)-3-piperidinecarboxylic acid). As a reaction SMILES: [F:1][C:2]([F:13])([F:12])[C@H:3]1[NH:8][CH2:7][C@@H:6]([C:9]([OH:11])=[O:10])[CH2:5][CH2:4]1.[Li+].C[Si]([N-][Si](C)(C)C)(C)C.[Cl:24][C:25]1[CH:30]=[C:29](Cl)[N:28]=[C:27]([S:32][CH3:33])[N:26]=1>C1COCC1>[Cl:24][C:25]1[N:26]=[C:27]([S:32][CH3:33])[N:28]=[C:29]([N:8]2[C@H:3]([C:2]([F:12])([F:1])[F:13])[CH2:4][CH2:5][C@H:6]([C:9]([OH:11])=[O:10])[CH2:7]2)[CH:30]=1 |f:1.2|. Procedure: To cis-6-(trifluoromethyl)-3-piperidinecarboxylic acid (3.393 g, 14.52 mmol) in THF (1.5 mL) were added molecular sieves, and the resulting mixture was stirred for 5 minutes into a 250 mL RB flask. The mixture was cooled in an ice bath, and then LiHMDS (43.6 mL, 43.6 mmol) was added slowly. After the addition was completed, 4,6-dichloro-2-(methylthio)pyrimidine (3.40 g, 17.43 mmol) was added. After 0.5 hours, the reaction was quenched with 30 mL of water and by the dropwise addition of 6N HCl un... Starting materials: BrCC(=O)CC(C)C (Bromomethylisobutyl ketone), C1(=CC=CC=C1)P(C1=CC=CC=C1)C1=CC=CC=C1 (triphenylphosphine), CCOCC (ether). Run in C(Cl)Cl (methylene chloride). Run at time 12 hour. Yields the product [Br-].C(C(C)C)C(=O)C[P+](C1=CC=CC=C1)(C1=CC=CC=C1)C1=CC=CC=C1 (Isobutylcarbonylmethyltriphenylphosphonium bromide). The yield is 84.6%. Reaction SMILES: [Br:1][CH2:2][C:3]([CH2:5][CH:6]([CH3:8])[CH3:7])=[O:4].[C:9]1([P:15]([C:22]2[CH:27]=[CH:26][CH:25]=[CH:24][CH:23]=2)[C:16]2[CH:21]=[CH:20][CH:19]=[CH:18][CH:17]=2)[CH:14]=[CH:13][CH:12]=[CH:11][CH:10]=1.CCOCC>C(Cl)Cl>[Br-:1].[CH2:5]([C:3]([CH2:2][P+:15]([C:16]1[CH:17]=[CH:18][CH:19]=[CH:20][CH:21]=1)([C:22]1[CH:27]=[CH:26][CH:25]=[CH:24][CH:23]=1)[C:9]1[CH:10]=[CH:11][CH:12]=[CH:13][CH:14]=1)=[O:4])[CH:6]([CH3:8])[CH3:7] |f:4.5|. Reported procedure: Bromomethylisobutyl ketone (53.6 g) and triphenylphosphine (78.5 g) are intimately mixed in a 500 ml round-bottom flask and, after the initially strong heat tonality subsides, are left for 12 hours under nitrogen at room temperature. After that, the solid reaction mass is taken up in 330 ml of methylene chloride and refluxed for 30 minutes. After adding 500 ml of ether, it is allowed to cool to room temperature and the product is isolated by filtration. After drying,111.7 g of the phosphonium sa... Starting materials: BrC=1C=NN(C1CO)C ((4-bromo-1-methyl-1H-pyrazol-5-yl)methanol), COC1=C(N)C=CC(=C1)B1OC(C(O1)(C)C)(C)C (2-methoxy-4-(4,4,5,5-tetramethyl-1,3,2-dioxaborolan-2-yl)aniline). Product: NC1=C(C=C(C=C1)C=1C=NN(C1CO)C)OC ((4-(4-Amino-3-methoxyphenyl)-1-methyl-1H-pyrazol-5-yl)methanol). RXN SMILES: Br[C:2]1[CH:3]=[N:4][N:5]([CH3:9])[C:6]=1[CH2:7][OH:8].[CH3:10][O:11][C:12]1[CH:18]=[C:17](B2OC(C)(C)C(C)(C)O2)[CH:16]=[CH:15][C:13]=1[NH2:14]>>[NH2:14][C:13]1[CH:15]=[CH:16][C:17]([C:2]2[CH:3]=[N:4][N:5]([CH3:9])[C:6]=2[CH2:7][OH:8])=[CH:18][C:12]=1[O:11][CH3:10]. Procedure details: The title compound was prepared according to the method described for Preparation 158 using (4-bromo-1-methyl-1H-pyrazol-5-yl)methanol (Preparation 222) and 2-methoxy-4-(4,4,5,5-tetramethyl-1,3,2-dioxaborolan-2-yl)aniline. The residue was purified using Biotage silica gel column chromatography eluting with EtOAc followed by elution through an SCX-2 cartridge.